From a dataset of the Open Reaction Database (ORD), a public repository of structured organic reaction records. describe an organic reaction: reactants, conditions, products, and yield Starting materials: [BH3-]C#N, CC(=O)O, Cc1ccc2c3c(ccc2n1)OCC(CN)O3, CO, O=CC1CCc2oc3ccc(F)cc3c2C1, [Na+]. The product is Cc1ccc2c3c(ccc2n1)OCC(CNCC1CCc2oc4ccc(F)cc4c2C1)O3. RXN SMILES: [C:34]([BH3-:35])#[N:36].[C:38]([OH:39])(=[O:40])[CH3:41].[CH3:17][c:18]1[n:19][c:20]2[cH:21][cH:22][c:23]3[c:24]([c:25]2[cH:26][cH:27]1)[O:28][CH:29]([CH2:32][NH2:33])[CH2:30][O:31]3.[CH3:42][OH:43].[F:1][c:2]1[cH:3][cH:4][c:5]2[c:6]([c:7]3[c:8]([o:9]2)[CH2:10][CH2:11][CH:12]([CH:14]=[O:15])[CH2:13]3)[cH:16]1.[Na+:37]>>[F:1][c:2]1[cH:3][cH:4][c:5]2[c:6]([c:7]3[c:8]([o:9]2)[CH2:10][CH2:11][CH:12]([CH2:14][NH:33][CH2:32][CH:29]2[O:28][c:24]4[c:23]([cH:22][cH:21][c:20]5[n:19][c:18]([CH3:17])[cH:27][cH:26][c:25]54)[O:31][CH2:30]2)[CH2:13]3)[cH:16]1. Reactants: S(O)(O)(=O)=O (sulfuric acid), OCC1(CC1)CC(=O)O (1-(hydroxymethyl)cyclopropyl acetic acid), C(C)O (ethanol), C([O-])(O)=O.[Na+] (sodium bicarbonate). Product: OCC1(CC1)CC(=O)OCC (Ethyl 2-[1-(hydroxymethyl)cyclopropyl]acetate). RXN SMILES: [OH:1][CH2:2][C:3]1([CH2:6][C:7]([OH:9])=[O:8])[CH2:5][CH2:4]1.S(=O)(=O)(O)O.C(=O)(O)[O-].[Na+].[CH2:20](O)[CH3:21]>>[OH:1][CH2:2][C:3]1([CH2:6][C:7]([O:9][CH2:20][CH3:21])=[O:8])[CH2:5][CH2:4]1 |f:2.3|. Procedure details: 7.1 g of crude (13) product was dissolved in 150 ml of ethanol. 1 ml of concentrated sulfuric acid was added and the solution was stirred at reflux for 2 hours. 50 ml of saturated aqueous sodium bicarbonate was added to the cooled mixture and the mixture was extracted twice with 100 ml of dichloromethane. The combined organic extracts were dried over anhydrous sodium sulfate and evaporated. The crude product was distilled at 100° C. at a reduced pressure affording a slightly yellow liquid (3.2 g... Starting materials: NC1=NC=NN2C1=C(C=C2C(=O)OCCCC)C2=CC=C(C=C2)NC(=O)OC(C)(C)C (butyl 4-amino-5-{4-[(tert-butoxycarbonyl)amino]phenyl}pyrrolo[2,1-f][1,2,4]triazine-7-carboxylate), C(=O)(C(F)(F)F)O (TFA). The solvent is ClCCl (dichloromethane). Conditions: time 6.5 hour. Product: NC1=NC=NN2C1=C(C=C2C(=O)OCCCC)C2=CC=C(C=C2)N (butyl 4-amino-5-(4-aminophenyl)pyrrolo[2,1-f][1,2,4]triazine-7-carboxylate). Isolated yield 99.5%. Reaction SMILES: [NH2:1][C:2]1[C:7]2=[C:8]([C:18]3[CH:23]=[CH:22][C:21]([NH:24]C(OC(C)(C)C)=O)=[CH:20][CH:19]=3)[CH:9]=[C:10]([C:11]([O:13][CH2:14][CH2:15][CH2:16][CH3:17])=[O:12])[N:6]2[N:5]=[CH:4][N:3]=1.C(O)(C(F)(F)F)=O>ClCCl>[NH2:1][C:2]1[C:7]2=[C:8]([C:18]3[CH:19]=[CH:20][C:21]([NH2:24])=[CH:22][CH:23]=3)[CH:9]=[C:10]([C:11]([O:13][CH2:14][CH2:15][CH2:16][CH3:17])=[O:12])[N:6]2[N:5]=[CH:4][N:3]=1. Procedure details: To a suspension of butyl 4-amino-5-{4-[(tert-butoxycarbonyl)amino]phenyl}pyrrolo[2,1-f][1,2,4]triazine-7-carboxylate (174.5 mg, 0.41 mmol) in dichloromethane (4 mL) was added TFA (2 mL). The solution was stirred at rt for 6.5 h and then the volatiles were evaporated under reduced pressure. The residue was dissolved in ethyl acetate (150 mL) and then this solution was washed with saturated aqueous sodium bicarbonate solution and water, dried over sodium sulfate, and concentrated to dryness under ... Reactants: [BH4-], CCO, O=Cc1cc(C(=O)O)cs1, [Na+], O. Product: O=C(O)c1csc(CO)c1. Reaction SMILES: [BH4-:1].[CH3:14][CH2:15][OH:16].[CH:3](=[O:4])[c:5]1[cH:6][c:7]([C:10](=[O:11])[OH:12])[cH:8][s:9]1.[Na+:2].[OH2:13]>>[CH2:3]([OH:4])[c:5]1[cH:6][c:7]([C:10](=[O:11])[OH:12])[cH:8][s:9]1. Starting materials: CN1CCN(CC1)CC1CN(CCC1)C1=CC=C(C=C1)[N+](=O)[O-] (1-Methyl-4-[1-(4-nitro-phenyl)-piperidin-3-ylmethyl]-piperazine), COC=1C=C(C=CC1[N+](=O)[O-])N1C[C@@H](CCC1)C(=O)N1CCN(CC1)C ([(R)-1-(3-Methoxy-4-nitro-phenyl)-piperidin-3-yl]-(4-methyl-piperazin-1-yl)-methanone). Product: COC=1C=C(C=CC1[N+](=O)[O-])N1C[C@@H](CCC1)CN1CCN(CC1)C (1-[(S)-1-(3-Methoxy-4-nitro-phenyl)-piperidin-3-ylmethyl]-4-methyl-piperazine), oil. Yield: 43.0%. RXN SMILES: CN1CCN(CC2CCCN(C3C=CC([N+]([O-])=O)=CC=3)C2)CC1.[CH3:24][O:25][C:26]1[CH:27]=[C:28]([N:35]2[CH2:40][CH2:39][CH2:38][C@@H:37]([C:41]([N:43]3[CH2:48][CH2:47][N:46]([CH3:49])[CH2:45][CH2:44]3)=O)[CH2:36]2)[CH:29]=[CH:30][C:31]=1[N+:32]([O-:34])=[O:33]>>[CH3:24][O:25][C:26]1[CH:27]=[C:28]([N:35]2[CH2:40][CH2:39][CH2:38][C@@H:37]([CH2:41][N:43]3[CH2:44][CH2:45][N:46]([CH3:49])[CH2:47][CH2:48]3)[CH2:36]2)[CH:29]=[CH:30][C:31]=1[N+:32]([O-:34])=[O:33]. Reported procedure: 1-[(S)-1-(3-Methoxy-4-nitro-phenyl)-piperidin-3-ylmethyl]-4-methyl-piperazine was prepared in an analogous fashion to 1-Methyl-4-[1-(4-nitro-phenyl)-piperidin-3-ylmethyl]-piperazine of Example 455a replacing (4-Methyl-piperazin-1-yl)-[1-(4-nitro-phenyl)-piperidin-3-yl]-methanone with [(R)-1-(3-Methoxy-4-nitro-phenyl)-piperidin-3-yl]-(4-methyl-piperazin-1-yl)-methanone. 1-[(S)-1-(3-Methoxy-4-nitro-phenyl)-piperidin-3-ylmethyl]-4-methyl-piperazine was isolated as an orange oil (170 mg, 43%). LC/MS... The reactants are CON(CC(=O)NC)C1=NC(=C(C(N1C)=O)C1=CC2=CC=CC=C2C=C1)C1=CC=NC=C1 (2-(N′-methoxy-N′-methylaminocarbonylmethylamino)-3-methyl-5-naphthalen-2-yl-6-pyridin-4-yl-3H-pyrimidin-4-one), COC=1C=C(C[Mg]Cl)C=CC1 (3-methoxybenzylmagnesium chloride), O (water), C(C)(=O)OCC (ethyl acetate). Run in C1CCOC1 (THF). Conditions: time 3 hour. Yields the product COC=1C=C(C=CC1)CC(CNC1=NC(=C(C(N1C)=O)C1=CC2=CC=CC=C2C=C1)C1=CC=NC=C1)=O (2-[3-(3-Methoxy-phenyl)-2-oxo-propylamino]-3-methyl-5-naphthalen-2-yl-6-pyridin-4-yl-3H-pyrimidin-4-one). Reaction SMILES: CO[N:3]([C:9]1[N:14]([CH3:15])[C:13](=[O:16])[C:12]([C:17]2[CH:26]=[CH:25][C:24]3[C:19](=[CH:20][CH:21]=[CH:22][CH:23]=3)[CH:18]=2)=[C:11]([C:27]2[CH:32]=[CH:31][N:30]=[CH:29][CH:28]=2)[N:10]=1)[CH2:4][C:5](NC)=[O:6].[CH3:33][O:34][C:35]1[CH:36]=[C:37]([CH:41]=[CH:42][CH:43]=1)[CH2:38][Mg]Cl.O.C(OCC)(=O)C>C1COCC1>[CH3:33][O:34][C:35]1[CH:36]=[C:37]([CH2:38][C:5](=[O:6])[CH2:4][NH:3][C:9]2[N:14]([CH3:15])[C:13](=[O:16])[C:12]([C:17]3[CH:26]=[CH:25][C:24]4[C:19](=[CH:20][CH:21]=[CH:22][CH:23]=4)[CH:18]=3)=[C:11]([C:27]3[CH:28]=[CH:29][N:30]=[CH:31][CH:32]=3)[N:10]=2)[CH:41]=[CH:42][CH:43]=1. Procedure details: To a solution of 2-(N′-methoxy-N′-methylaminocarbonylmethylamino)-3-methyl-5-naphthalen-2-yl-6-pyridin-4-yl-3H-pyrimidin-4-one (400 mg, 0.93 mmol) in THF (10 mL) at 0° C. was slowly added 3-methoxybenzylmagnesium chloride (Rieke Metal, 0.25 M in THF, 20 mL). After 3 h, water (100 mL) and ethyl acetate (200 mL) were added. The layers were separated. The organic layer was washed with brine (3×80 mL), dried, and evaporated to give crude product. Column chromatograph purification (silica gel, 1-2% M...